Dataset: the Open Reaction Database (ORD), a public repository of structured organic reaction records. Task: describe an organic reaction: reactants, conditions, products, and yield Reactants: [N+](=O)([O-])C1=C(C=O)C=CC=C1 (2-nitrobenzaldehyde), COC(C(CC(=O)OC)=O)OC (methyl 4,4-dimethoxyacetoacetate), C(C)(=O)O (acetic acid), N1CCCCC1 (piperidine). Run in C1=CC=CC=C1 (benzene), C1=CC=CC=C1 (benzene). Yields the product [N+](=O)([O-])C1=C(C=C(C(=O)OC)C(=O)C(OC)OC)C=CC=C1 (methyl 2-(2-nitrobenzylidene)-4,4-dimethoxyacetoacetate). Yield: 105.8%. RXN SMILES: [N+:1]([C:4]1[CH:11]=[CH:10][CH:9]=[CH:8][C:5]=1[CH:6]=O)([O-:3])=[O:2].[CH3:12][O:13][CH:14]([O:22][CH3:23])[C:15](=[O:21])[CH2:16][C:17]([O:19][CH3:20])=[O:18].C(O)(=O)C.N1CCCCC1>C1C=CC=CC=1>[N+:1]([C:4]1[CH:11]=[CH:10][CH:9]=[CH:8][C:5]=1[CH:6]=[C:16]([C:15]([CH:14]([O:13][CH3:12])[O:22][CH3:23])=[O:21])[C:17]([O:19][CH3:20])=[O:18])([O-:3])=[O:2]. Reported procedure: To a solution of 2-nitrobenzaldehyde (6.80 g), methyl 4,4-dimethoxyacetoacetate (8.72 g) and acetic acid (0.54 g) in benzene (30 ml), was added piperidine (0.46 g), in a similar manner to aforementioned examples 1-(i) and 2-(i), and the mixture was heated to reflux for 2 hours under azeotropic dehydration. The reaction mixture, after cooling, was diluted with benzene (100 ml), washed three times with water, and in turn with diluted aqueous sodium bicarbonate solution and water, dried over magnes...